Dataset: the Open Reaction Database (ORD), a public repository of structured organic reaction records. Task: describe an organic reaction: reactants, conditions, products, and yield The reactants are CC1=CC=C(C=2NC(=NC21)C2=CC=C(C=C2)C(C)C)OC (4-methyl-2-(4-isopropyl-phenyl)-7-methoxy-1H-benzoimidazole), BrCCOC ((2-bromoethyl)-methyl ether). Product: CC1=CC=C(C=2N(C(=NC21)C2=CC=C(C=C2)C(C)C)CCOC)OC (4-Methyl-2-(4-isopropyl-phenyl)-7-methoxy-1-(2-methoxy-ethyl)-1H-benzoimidazole). As a reaction SMILES: [CH3:1][C:2]1[C:10]2[N:9]=[C:8]([C:11]3[CH:16]=[CH:15][C:14]([CH:17]([CH3:19])[CH3:18])=[CH:13][CH:12]=3)[NH:7][C:6]=2[C:5]([O:20][CH3:21])=[CH:4][CH:3]=1.Br[CH2:23][CH2:24][O:25][CH3:26]>>[CH3:1][C:2]1[C:10]2[N:9]=[C:8]([C:11]3[CH:16]=[CH:15][C:14]([CH:17]([CH3:19])[CH3:18])=[CH:13][CH:12]=3)[N:7]([CH2:23][CH2:24][O:25][CH3:26])[C:6]=2[C:5]([O:20][CH3:21])=[CH:4][CH:3]=1. Procedure details: The title compound is prepared starting from 4-methyl-2-(4-isopropyl-phenyl)-7-methoxy-1H-benzoimidazole and (2-bromoethyl)-methyl ether using the same reaction conditions as described in Example 1. The title compound is obtained as a colorless oil. The reactants are CCCCn1c(C)c(C(=O)NC2CCN(CCc3ccccc3)CC2)c2cc(OC(C)=O)ccc21, CO, Cl, [K+], [OH-]. The product is CCCCn1c(C)c(C(=O)NC2CCN(CCc3ccccc3)CC2)c2cc(O)ccc21. Reaction SMILES: [C:2](=[O:3])([CH3:4])[O:5][c:6]1[cH:7][c:8]2[c:9]([C:20](=[O:21])[NH:22][CH:23]3[CH2:24][CH2:25][N:26]([CH2:29][CH2:30][c:31]4[cH:32][cH:33][cH:34][cH:35][cH:36]4)[CH2:27][CH2:28]3)[c:10]([CH3:19])[n:11]([CH2:15][CH2:16][CH2:17][CH3:18])[c:12]2[cH:13][cH:14]1.[CH3:39][OH:40].[ClH:1].[K+:38].[OH-:37]>>[OH:5][c:6]1[cH:7][c:8]2[c:9]([C:20](=[O:21])[NH:22][CH:23]3[CH2:24][CH2:25][N:26]([CH2:29][CH2:30][c:31]4[cH:32][cH:33][cH:34][cH:35][cH:36]4)[CH2:27][CH2:28]3)[c:10]([CH3:19])[n:11]([CH2:15][CH2:16][CH2:17][CH3:18])[c:12]2[cH:13][cH:14]1. The reactants are CC(=O)O, N#CCc1c([N+](=O)[O-])ccc2nc(-c3ccccc3)sc12, O, O, O=S(=O)(O)O, [Zn]. Product: O=C1Cc2c(ccc3nc(-c4ccccc4)sc23)N1. As a reaction SMILES: [CH3:29][C:30](=[O:31])[OH:32].[N+:1]([O-:2])(=[O:3])[c:4]1[c:5]([CH2:19][C:20]#[N:21])[c:6]2[c:7]([n:8][c:9](-[c:11]3[cH:12][cH:13][cH:14][cH:15][cH:16]3)[s:10]2)[cH:17][cH:18]1.[OH2:27].[OH2:28].[S:22]([OH:23])(=[O:24])(=[O:25])[OH:26].[Zn:33]>>[c:4]12[c:5]([c:6]3[c:7]([n:8][c:9](-[c:11]4[cH:12][cH:13][cH:14][cH:15][cH:16]4)[s:10]3)[cH:17][cH:18]1)[CH2:19][C:20](=[O:23])[NH:21]2. The reactants are ice, C(C)C1=CC=C(C=O)C=C1 (4-ethylbenzaldehyde), C(CC(=O)O)(=O)O (malonic acid), N1CCCC1 (pyrrolidine), Cl (HCl). Solvent: N1=CC=CC=C1 (pyridine). Product: C(C)C1=CC=C(C=CC(=O)O)C=C1 (4-ethyl cinnamic acid). The yield is 96.5%. As a reaction SMILES: [CH2:1]([C:3]1[CH:10]=[CH:9][C:6]([CH:7]=O)=[CH:5][CH:4]=1)[CH3:2].C(O)(=O)[CH2:12][C:13]([OH:15])=[O:14].N1CCCC1.Cl>N1C=CC=CC=1>[CH2:1]([C:3]1[CH:10]=[CH:9][C:6]([CH:7]=[CH:12][C:13]([OH:15])=[O:14])=[CH:5][CH:4]=1)[CH3:2]. Procedure: A solution of 4-ethylbenzaldehyde (26.0 g, 0.2 mol), malonic acid (41.6 g, 0.4 mol), pyrrolidine (3 ml), and pyridine (80 ml) was heated in an 85° C. oil bath for 16 hr. The reaction mixture was poured over crushed ice (800 ml), and then made acidic with 12N HCl (100 ml). The white precipitate was filtered, suspended in 1N HCl, and filtered again. The white precipitate was washed with water and air dried to give 4-ethyl cinnamic acid (34.0 g, 96.6). The reactants are FC1=C(C=CC=C1)C(=O)N1CCC(CC1)OC1=NC=C(C=C1C)[N+](=O)[O-] ((2-fluoro-phenyl)-[4-(3-methyl-5-nitro-pyridin-2-yloxy)-piperidin-1-yl]-methanone). The reagents and catalysts are [Pd] (palladium on carbon). Solvent: C(C)O (ethanol). Product: NC=1C=C(C(=NC1)OC1CCN(CC1)C(=O)C1=C(C=CC=C1)F)C ([4-(5-Amino-3-methyl-pyridin-2-yloxy)-piperidin-1-yl]-(2-fluoro-phenyl)-methanone). The yield is 68.9%. As a reaction SMILES: [F:1][C:2]1[CH:7]=[CH:6][CH:5]=[CH:4][C:3]=1[C:8]([N:10]1[CH2:15][CH2:14][CH:13]([O:16][C:17]2[C:22]([CH3:23])=[CH:21][C:20]([N+:24]([O-])=O)=[CH:19][N:18]=2)[CH2:12][CH2:11]1)=[O:9]>[Pd].C(O)C>[NH2:24][C:20]1[CH:21]=[C:22]([CH3:23])[C:17]([O:16][CH:13]2[CH2:14][CH2:15][N:10]([C:8]([C:3]3[CH:4]=[CH:5][CH:6]=[CH:7][C:2]=3[F:1])=[O:9])[CH2:11][CH2:12]2)=[N:18][CH:19]=1. Reported procedure: Stir a mixture of (2-fluoro-phenyl)-[4-(3-methyl-5-nitro-pyridin-2-yloxy)-piperidin-1-yl]-methanone (3.58 g, 10 mmol) and 10% palladium on carbon (358 mg) in ethanol (100 mL) at 22° C. under hydrogen overnight. Filter to remove catalyst. Concentrate filtrate to provide a colorless oil. Subject oil to silica gel chromatography eluting with hexanes and ethyl acetate (1:1), followed by 70% ethyl acetate/hexanes to give a yellow solid (2.27 g, 50% yield). MS(ES): m/z=330.2 [M+H]. Starting materials: CO (methanol), OC=1C=C(C=O)C=CC1 (3-Hydroxybenzaldehyde), CNC (dimethylamine), C(C)(=O)O[BH-](OC(C)=O)OC(C)=O.[Na+] (sodium triacetoxyborohydride). The solvent is C1CCOC1 (THF), C(Cl)Cl (CH2Cl2). The product is CN(C)CC=1C=C(C=CC1)O (3-((dimethylamino)methyl)phenol). RXN SMILES: [OH:1][C:2]1[CH:3]=[C:4]([CH:7]=[CH:8][CH:9]=1)[CH:5]=O.[CH3:10][NH:11][CH3:12].C(O[BH-](OC(=O)C)OC(=O)C)(=O)C.[Na+].CO>C1COCC1.C(Cl)Cl>[CH3:10][N:11]([CH2:5][C:4]1[CH:3]=[C:2]([OH:1])[CH:9]=[CH:8][CH:7]=1)[CH3:12] |f:2.3|. Procedure details: 3-Hydroxybenzaldehyde (1.0 g), 2M dimethylamine in THF (5 mL), and sodium triacetoxyborohydride (2 g) in CH2Cl2 (10 mL) were stirred for 24 hours. The mixture was treated with methanol and chromatographed on silica gel with 2-25% ethyl acetate/hexanes.